From a dataset of the Open Reaction Database (ORD), a public repository of structured organic reaction records. describe an organic reaction: reactants, conditions, products, and yield The reactants are FC=1C=NC(=NC1)N1CCC(CC1)C(C)OC=1C=NC(=CC1)C1=CC=C(C=C1)S(=O)(=O)C ((±)-5-Fluoro-2-{4-[1-({6-[4-(methylsulfonyl)phenyl]-3-pyridinyl}oxy)ethyl]-1-piperidinyl}pyrimidine), C(=O)=O (CO2). Solvent: CO (MeOH). The product is FC=1C=NC(=NC1)N1CCC(CC1)[C@@H](C)OC=1C=NC(=CC1)C1=CC=C(C=C1)S(=O)(=O)C (5-Fluoro-2-{4-[(1R)-1-({6-[4-(methylsulfonyl)phenyl]-3-pyridinyl}oxy)ethyl]-1-piperidinyl}pyrimidine). As a reaction SMILES: [F:1][C:2]1[CH:3]=[N:4][C:5]([N:8]2[CH2:13][CH2:12][CH:11]([CH:14]([O:16][C:17]3[CH:18]=[N:19][C:20]([C:23]4[CH:28]=[CH:27][C:26]([S:29]([CH3:32])(=[O:31])=[O:30])=[CH:25][CH:24]=4)=[CH:21][CH:22]=3)[CH3:15])[CH2:10][CH2:9]2)=[N:6][CH:7]=1.C(=O)=O>CO>[F:1][C:2]1[CH:7]=[N:6][C:5]([N:8]2[CH2:13][CH2:12][CH:11]([C@H:14]([O:16][C:17]3[CH:18]=[N:19][C:20]([C:23]4[CH:24]=[CH:25][C:26]([S:29]([CH3:32])(=[O:31])=[O:30])=[CH:27][CH:28]=4)=[CH:21][CH:22]=3)[CH3:15])[CH2:10][CH2:9]2)=[N:4][CH:3]=1. Procedure details: The racemic 5-fluoro-2-{4-[1-({6-[4-(methylsulfonyl)phenyl]-3-pyridinyl}oxy)ethyl]-1-piperidinyl}pyrimidine (prepared as in Example 153) was subjected to Chiral HPLC [column: OJ-H, column mobile phase: 70% CO2: 30% MeOH (2 mL/min), pressure 140 bar, temperature 40° C., 254 nm] analysis and then separated to give two (R and S) enantiomers. The title compound was isolated as an off-white solid with Tr of 30.59 min (second eluting peak). The (R) absolute stereochemistry was assigned by Ab initio VC... The reactants are [Br-], CSc1ccc(OCCCCBr)cc1, COCCOC, CC(C)OCCCCO, [H-], [Na+], [Na+]. Product: CSc1ccc(OCCCCOCCCCOC(C)C)cc1. Reaction SMILES: [Br-:27].[Br:12][CH2:13][CH2:14][CH2:15][CH2:16][O:17][c:18]1[cH:19][cH:20][c:21]([S:24][CH3:25])[cH:22][cH:23]1.[CH3:28][O:29][CH2:30][CH2:31][O:32][CH3:33].[CH:3]([CH3:4])([CH3:5])[O:6][CH2:7][CH2:8][CH2:9][CH2:10][OH:11].[H-:1].[Na+:26].[Na+:2]>>[CH:3]([CH3:4])([CH3:5])[O:6][CH2:7][CH2:8][CH2:9][CH2:10][O:11][CH2:13][CH2:14][CH2:15][CH2:16][O:17][c:18]1[cH:19][cH:20][c:21]([S:24][CH3:25])[cH:22][cH:23]1.